Task: describe an organic reaction: reactants, conditions, products, and yield. Dataset: the Open Reaction Database (ORD), a public repository of structured organic reaction records The reactants are ClCCl, COCCOCCOC(=O)C#CC(O)c1ccc2c(c1)OCO2. Product: COCCOCCOC(=O)C#CC(=O)c1ccc2c(c1)OCO2. As a reaction SMILES: [CH2:24]([Cl:25])[Cl:26].[OH:1][CH:2]([C:3]#[C:4][C:5](=[O:6])[O:7][CH2:8][CH2:9][O:10][CH2:11][CH2:12][O:13][CH3:14])[c:15]1[cH:16][c:17]2[c:18]([cH:19][cH:20]1)[O:21][CH2:22][O:23]2>>[O:1]=[C:2]([C:3]#[C:4][C:5](=[O:6])[O:7][CH2:8][CH2:9][O:10][CH2:11][CH2:12][O:13][CH3:14])[c:15]1[cH:16][c:17]2[c:18]([cH:19][cH:20]1)[O:21][CH2:22][O:23]2. The reactants are CCOC(=O)Cn1c(-c2cccc(Cl)c2)nc2cccnc21, CCO, [Na+], [OH-], O. The product is O=C(O)Cn1c(-c2cccc(Cl)c2)nc2cccnc21. RXN SMILES: [CH2:1]([CH3:2])[O:3][C:4]([CH2:5][n:6]1[c:7](-[c:15]2[cH:16][c:17]([Cl:21])[cH:18][cH:19][cH:20]2)[n:8][c:9]2[c:10]1[n:11][cH:12][cH:13][cH:14]2)=[O:22].[CH2:26]([OH:27])[CH3:28].[Na+:24].[OH-:23].[OH2:25]>>[O:3]=[C:4]([CH2:5][n:6]1[c:7](-[c:15]2[cH:16][c:17]([Cl:21])[cH:18][cH:19][cH:20]2)[n:8][c:9]2[c:10]1[n:11][cH:12][cH:13][cH:14]2)[OH:22]. Reactants: Fc1ccccc1Br, C1CCOC1, [Li]CCCC, C=CC(OCC(=O)N(C)OC)C(F)(F)F. Product: C=CC(OCC(=O)c1ccccc1F)C(F)(F)F. As a reaction SMILES: [Br:1][c:2]1[c:3]([F:8])[cH:4][cH:5][cH:6][cH:7]1.[CH2:29]1[O:30][CH2:31][CH2:32][CH2:33]1.[CH2:9]([Li:10])[CH2:11][CH2:12][CH3:13].[CH3:14][O:15][N:16]([C:17]([CH2:18][O:19][CH:20]([C:21]([F:22])([F:23])[F:24])[CH:25]=[CH2:26])=[O:27])[CH3:28]>>[c:2]1([C:17]([CH2:18][O:19][CH:20]([C:21]([F:22])([F:23])[F:24])[CH:25]=[CH2:26])=[O:27])[c:3]([F:8])[cH:4][cH:5][cH:6][cH:7]1. Reaction SMILES: [CH2:1]([O:8][C:9]1[CH:14]=[CH:13][C:12]([C:15]2[N:16]3[C:20]([N:21]=[C:22]4[CH2:28][CH2:27]C[CH2:25][CH2:24][C:23]=24)=[CH:19][CH:18]=[N:17]3)=[CH:11][CH:10]=1)[C:2]1[CH:7]=[CH:6][CH:5]=[CH:4][CH:3]=1.ClC1N2N=CC=C2N=C2C=1CCCC2.C(OC1C=CC(B(O)O)=CC=1)C1C=CC=CC=1>>[CH2:1]([O:8][C:9]1[CH:14]=[CH:13][C:12]([C:15]2[N:16]3[N:17]=[CH:18][CH:19]=[C:20]3[N:21]=[C:22]3[C:23]=2[CH2:24][CH2:25][CH2:27][CH2:28]3)=[CH:11][CH:10]=1)[C:2]1[CH:7]=[CH:6][CH:5]=[CH:4][CH:3]=1. The reactants are C(C1=CC=CC=C1)OC1=CC=C(C=C1)C=1N2N=CC=C2N=C2C1CCCCC2 (10-(4-benzyloxy-phenyl)-6,7,8,9-tetrahydro-5H-1,4,10a-triaza-cyclohepta[f]indene), ClC=1N2C(N=C3CCCCC13)=CC=N2 (9-chloro-5,6,7,8-tetrahydro-pyrazolo[5,1-b]quinazoline), C(C1=CC=CC=C1)OC1=CC=C(C=C1)B(O)O (4-benzyloxyphenyl boronic acid). Product: C(C1=CC=CC=C1)OC1=CC=C(C=C1)C=1N2C(N=C3CCCCC13)=CC=N2 (9-(4-Benzyloxy-phenyl)-5,6,7,8-tetrahydro-pyrazolo[5,1-b]quinazoline). Reported procedure: Using the method described for the preparation of 10-(4-benzyloxy-phenyl)-6,7,8,9-tetrahydro-5H-1,4,10a-triaza-cyclohepta[f]indene, the reaction of 9-chloro-5,6,7,8-tetrahydro-pyrazolo[5,1-b]quinazoline and 4-benzyloxyphenyl boronic acid provided the title compound. The reactants are O1NC(NC(C1)=O)=O (6H-1,2,4-oxadiazin-3,5(2H,4H)-dione), COC1=CC=C(N)C=C1 (p-methoxyaniline), C[Si](N[Si](C)(C)C)(C)C (hexamethyldisilazane). The reagents and catalysts are S(=O)(=O)([O-])[O-].[NH4+].[NH4+] (ammonium sulfate). Solvent: O1CCOCC1 (dioxane). Product: COC1=CC=C(C=C1)NC1=NC(NOC1)=O (5-((4-methoxyphenyl)amino)-6H-1,2,4-oxadiazin-3(2H)-one). Isolated yield 58.8%. Reaction SMILES: [O:1]1[CH2:6][C:5](=O)[NH:4][C:3](=[O:8])[NH:2]1.[CH3:9][O:10][C:11]1[CH:17]=[CH:16][C:14]([NH2:15])=[CH:13][CH:12]=1.C[Si](C)(C)N[Si](C)(C)C>S([O-])([O-])(=O)=O.[NH4+].[NH4+].O1CCOCC1>[CH3:9][O:10][C:11]1[CH:17]=[CH:16][C:14]([NH:15][C:5]2[CH2:6][O:1][NH:2][C:3](=[O:8])[N:4]=2)=[CH:13][CH:12]=1 |f:3.4.5|. Procedure details: A solution of 1.16 g (0.010 mole) of 6H-1,2,4-oxadiazin-3,5(2H,4H)-dione, 5 mg ammonium sulfate, 1.47 g (0.012 mole) of p-methoxyaniline and 20 ml hexamethyldisilazane in 40 ml of freshly distilled dry dioxane is refluxed for 17 hours. After cooling, the dioxane and hexamethyldisilazane are removed in vacuo and the syrupy residue is dried on a vacuum pump for 2 hours. The resulting semi-solid residue is triturated with 100 ml of petroleum ether and filtered to give a yield of 1.3 g (59 percent) ... Reactants: ClC1=NC=CC=C1F (2-chloro-3-fluoropyridine), C(CC#C)N1N=C2C(=N1)C=CC=C2 (2-(but-3-ynyl)-2H-benzo[d][1,2,3]triazole). Yields the product FC=1C(=NC=CC1)C#CCCN1N=C2C(=N1)C=CC=C2 (2-(4-(3-fluoropyridin-2-yl)but-3-ynyl)-2H-benzo[d][1,2,3]triazole). The yield is 27.6%. RXN SMILES: Cl[C:2]1[C:7]([F:8])=[CH:6][CH:5]=[CH:4][N:3]=1.[CH2:9]([N:13]1[N:17]=[C:16]2[CH:18]=[CH:19][CH:20]=[CH:21][C:15]2=[N:14]1)[CH2:10][C:11]#[CH:12]>>[F:8][C:7]1[C:2]([C:12]#[C:11][CH2:10][CH2:9][N:13]2[N:14]=[C:15]3[CH:21]=[CH:20][CH:19]=[CH:18][C:16]3=[N:17]2)=[N:3][CH:4]=[CH:5][CH:6]=1. Reported procedure: The title compound was prepared in accordance with the general method of Example 1, from 2-chloro-3-fluoropyridine (42 mg, 0.32 mmol) and 2-(but-3-ynyl)-2H-benzo[d][1,2,3]triazole (50 mg, 0.29 mmol, Example 109(D)). Reaction time: 13 hours. The crude residue was purified by flash chromatography (DCM/MeOH 99:1) to yield 21 mg (80 μmol, 27%) of 2-(4-(3-fluoropyridin-2-yl)but-3-ynyl)-2H-benzo[d][1,2,3]triazole as a yellow solid. Starting materials: CS(=O)(=O)O, N, CN1c2cc(CO)ccc2C(NC(=O)CC(NS(=O)(=O)c2ccc3ccccc3c2)c2ccccc2)CS1(=O)=O. Product: CN1c2cc(CN)ccc2C(NC(=O)CC(NS(=O)(=O)c2ccc3ccccc3c2)c2ccccc2)CS1(=O)=O. Reaction SMILES: [CH3:41][S:42]([OH:43])(=[O:44])=[O:45].[NH3:46].[OH:1][CH2:2][c:3]1[cH:4][cH:5][c:6]2[c:7]([cH:40]1)[N:8]([CH3:39])[S:9](=[O:37])(=[O:38])[CH2:10][CH:11]2[NH:12][C:13]([CH2:14][CH:15]([c:16]1[cH:17][cH:18][cH:19][cH:20][cH:21]1)[NH:22][S:23](=[O:24])(=[O:25])[c:26]1[cH:27][c:28]2[cH:29][cH:30][cH:31][cH:32][c:33]2[cH:34][cH:35]1)=[O:36]>>[CH2:2]([c:3]1[cH:4][cH:5][c:6]2[c:7]([cH:40]1)[N:8]([CH3:39])[S:9](=[O:37])(=[O:38])[CH2:10][CH:11]2[NH:12][C:13]([CH2:14][CH:15]([c:16]1[cH:17][cH:18][cH:19][cH:20][cH:21]1)[NH:22][S:23](=[O:24])(=[O:25])[c:26]1[cH:27][c:28]2[cH:29][cH:30][cH:31][cH:32][c:33]2[cH:34][cH:35]1)=[O:36])[NH2:46]. Starting materials: NC1=NC=2C=C(C=CC2C2=C1N=C(N2CCCON=C(C)C)CCC)Br (acetone O-[3-(4-amino-7-bromo-2-propyl-1H-imidazo[4,5-c]quinolin-1-yl)propyl]oxime), C1(=CC=CC=C1)B(O)O (phenylboronic acid), C([O-])([O-])=O.[Na+].[Na+] (sodium carbonate), C(CC)O (n-propanol). The reagents and catalysts are C(C)(=O)[O-].[Pd+2].C(C)(=O)[O-] (palladium (II) acetate), C1(=CC=CC=C1)P(C1=CC=CC=C1)C1=CC=CC=C1 (triphenylphosphine). Solvent: C1(=CC=CC=C1)C (toluene), C(Cl)(Cl)Cl (Chloroform), O (water). Conditions: temperature 100 celsius. The product is NC1=NC=2C=C(C=CC2C2=C1N=C(N2CCCON=C(C)C)CCC)C2=CC=CC=C2 (acetone O-[3-(4-amino-7-phenyl-2-propyl-1H-imidazo[4,5-c]quinolin-1-yl)propyl]oxime). Isolated yield 55.8%. Reaction SMILES: [NH2:1][C:2]1[C:11]2[N:12]=[C:13]([CH2:23][CH2:24][CH3:25])[N:14]([CH2:15][CH2:16][CH2:17][O:18][N:19]=[C:20]([CH3:22])[CH3:21])[C:10]=2[C:9]2[CH:8]=[CH:7][C:6](Br)=[CH:5][C:4]=2[N:3]=1.[C:27]1(B(O)O)[CH:32]=[CH:31][CH:30]=[CH:29][CH:28]=1.C(=O)([O-])[O-].[Na+].[Na+].C(O)CC>C1(C)C=CC=CC=1.C([O-])(=O)C.[Pd+2].C([O-])(=O)C.C1(P(C2C=CC=CC=2)C2C=CC=CC=2)C=CC=CC=1.C(Cl)(Cl)Cl.O>[NH2:1][C:2]1[C:11]2[N:12]=[C:13]([CH2:23][CH2:24][CH3:25])[N:14]([CH2:15][CH2:16][CH2:17][O:18][N:19]=[C:20]([CH3:22])[CH3:21])[C:10]=2[C:9]2[CH:8]=[CH:7][C:6]([C:27]3[CH:32]=[CH:31][CH:30]=[CH:29][CH:28]=3)=[CH:5][C:4]=2[N:3]=1 |f:2.3.4,7.8.9|. Procedure details: In a pressure vessel under a nitrogen atmosphere, acetone O-[3-(4-amino-7-bromo-2-propyl-1H-imidazo[4,5-c]quinolin-1-yl)propyl]oxime (500 mg, 1.20 mmol), phenylboronic acid (219 mg, 1.80 mmol), a solution of palladium (II) acetate (2.7 mg, 0.012 mmol) in hot toluene (0.5 mL), triphenylphosphine (9.5 mg, 0.036 mmol), and 2 M aqueous sodium carbonate (0.72 mL, 1.44 mmol) were combined in 5:1 n-propanol:water (2.4 mL). The solution was placed under vacuum and back-filled with nitrogen three times. ... Starting materials: [H-].[Na+] (Sodium hydride), BrC=1C=CC(=NC1)F (5-bromo-2-fluoropyridine), OCC(C(=O)OC)(C)C (methyl 3-hydroxy-2,2-dimethylpropanoate). The solvent is O1CCCC1 (tetrahydrofuran), CN1C(N(CCC1)C)=O (1,3-dimethyl-3,4,5,6-tetrahydro-2(1H)-pyrimidinone). Reaction conditions: time 2 hour. Yields the product BrC=1C=CC(=NC1)OCC(C(=O)OC)(C)C (methyl 3-(5-bromopyridin-2-yloxy)-2,2-dimethylpropanoate). Isolated yield 55.0%. As a reaction SMILES: [H-].[Na+].[Br:3][C:4]1[CH:5]=[CH:6][C:7](F)=[N:8][CH:9]=1.[OH:11][CH2:12][C:13]([CH3:19])([CH3:18])[C:14]([O:16][CH3:17])=[O:15]>O1CCCC1.CN1CCCN(C)C1=O>[Br:3][C:4]1[CH:5]=[CH:6][C:7]([O:11][CH2:12][C:13]([CH3:19])([CH3:18])[C:14]([O:16][CH3:17])=[O:15])=[N:8][CH:9]=1 |f:0.1|. Procedure details: Sodium hydride (60% disp. in oil, 908.0 mg, 22.72 mmol) was added portionwise at room temperature to a solution of 5-bromo-2-fluoropyridine A-5 (1.16 mL, 11.36 mmol) and methyl 3-hydroxy-2,2-dimethylpropanoate (1.88 mL, 14.77 mmol) in anhydrous tetrahydrofuran (32.9 mL) and anhydrous 1,3-dimethyl-3,4,5,6-tetrahydro-2(1H)-pyrimidinone (5.0 mL) under an atmosphere of argon and in the presence of 4 Å molecular sieves. After 2 h of stirring at room temperature, the reaction mixture was heated at 50°... Starting materials: ClC1=C(OCC=2NC3=C(N2)C=CC(=C3)C(=O)O)C=CC(=C1)Cl (2-(2,4-dichloro-phenoxymethyl)-3H-benzoimidazole-5-carboxylic acid), C=1C=CC2=C(C1)N=NN2O (HOBt), CCN(C(C)C)C(C)C (DIPEA), C(C1=CC=CO1)N (furfuryl amine), C(CCl)Cl (EDC). The solvent is CN(C)CC1=CC(=C(C(=C1)CN(C)C)O)CN(C)C (DMF 3). The product is O1C(=CC=C1)CNC(=O)C1=CC2=C(N=CN2)C=C1 (3H-benzoimidazole-5-carboxylic acid (furan-2-ylmethyl)-amide). The yield is 87.0%. Reaction SMILES: ClC1C=C(Cl)C=CC=1OC[C:6]1[NH:7][C:8]2[CH:14]=[C:13]([C:15]([OH:17])=O)[CH:12]=[CH:11][C:9]=2[N:10]=1.[CH2:23]([NH2:29])[C:24]1[O:28][CH:27]=[CH:26][CH:25]=1.C(Cl)CCl.C1C=CC2N(O)N=NC=2C=1.CCN(C(C)C)C(C)C>CN(CC1C=C(CN(C)C)C(O)=C(CN(C)C)C=1)C>[O:28]1[CH:27]=[CH:26][CH:25]=[C:24]1[CH2:23][NH:29][C:15]([C:13]1[CH:12]=[CH:11][C:9]2[N:10]=[CH:6][NH:7][C:8]=2[CH:14]=1)=[O:17]. Procedure: To solution of 2-(2,4-dichloro-phenoxymethyl)-3H-benzoimidazole-5-carboxylic acid (22.2 mg, 0.07 mmol), furfuryl amine (10.7 mg, 0.11 mmol, 0.01 ml), EDC (21.1 mg, 0.11 mmol) and HOBt (14.9 mg, 0.11 mmol) in DMF 3.0 mL was added DIPEA (14.2 mg, 0.11 mmol, 0.02 ml). After stirring at room temperature, the mixture was partitioned between ethyl acetate and 10% HCl. The organic phase was washed with brine, dried (MgSO4 anh), and concentrated. The residue was purified by Prep-TLC (n-Hexane:EtoAc:MeOH...